This data is from the Open Reaction Database (ORD), a public repository of structured organic reaction records. The task is: describe an organic reaction: reactants, conditions, products, and yield Starting materials: [Br-] (bromide), OC(CCCCN1C=NC=2N(C(NC(C12)=O)=O)C)(C)C (7-(5-hydroxy-5-methylhexyl)-3-methylxanthine), C[Mg]Cl (methylmagnesium chloride), IC (iodomethane), CN1C(=O)N(C=2N=CN(C2C1=O)CCCCC(C)=O)C (1,3-dimethyl-7-(5-oxohexyl)-xanthine), CN1C(=O)N(C=2N=CN(C2C1=O)CCCC=C(C)C)C (1,3-dimethyl-7-(5-methyl-4-hexenyl)-xanthine). The solvent is CCOCC (ether). The product is OC(CCCCN1C=NC=2N(C(N(C(C12)=O)C)=O)C)(C)C (7-(5-Hydroxy-5-methylhexyl)-1,3-dimethylxanthine). Reaction SMILES: [OH:1][C:2]([CH3:20])([CH3:19])[CH2:3][CH2:4][CH2:5][CH2:6][N:7]1[C:15]2[C:14](=[O:16])[NH:13][C:12](=[O:17])[N:11]([CH3:18])[C:10]=2[N:9]=[CH:8]1.IC.[CH3:23]N1C(=O)C2N(CCCCC(=O)C)C=NC=2N(C)C1=O.C[Mg]Cl.[Br-].CN1C(=O)C2N(CCCC=C(C)C)C=NC=2N(C)C1=O>CCOCC>[OH:1][C:2]([CH3:20])([CH3:19])[CH2:3][CH2:4][CH2:5][CH2:6][N:7]1[C:15]2[C:14](=[O:16])[N:13]([CH3:23])[C:12](=[O:17])[N:11]([CH3:18])[C:10]=2[N:9]=[CH:8]1. Procedure: Alternatively, it was possible to prepare the compound, inter alia, from 7-(5-hydroxy-5-methylhexyl)-3-methylxanthine (Example 1b) and iodomethane analogously to Example 3, from 1,3-dimethyl-7-(5-oxohexyl)-xanthine and methylmagnesium chloride or bromide in anhydrous ether analogously to Example 9, and from 1,3-dimethyl-7-(5-methyl-4-hexenyl)-xanthine by acid-catalyzed hydration analogously to Example 14. Yields the product CNC=1C=C(C=CC1[N+](=O)[O-])NS(=O)(=O)C1=CC=CC=C1 (N-(3-methylamino-4-nitrophenyl)benzenesulphonamide). Procedure details: 2.5 g (9.7 mmol) of 3-(N-benzylmethylamino-4-nitroaniline in 15 ml dry pyridine was treated with 1.5 ml of benzenesulphonyl chloride at 0° C. and the mixture was then allowed to warm slowly to room temperature. After 3 h the pyridine was removed under vacuum and the residue was dissolved in 100 ml of 2N HCl in 65% aqueous ethanol. The mixture was then heated under reflux until only one compound was seen by TLC (CHCl3 --MeOH, 9:1). Concentration of the solution then gave crystals of N-(3-methylam... Reaction SMILES: C(CN[NH:10][C:11]1[CH:16]=[CH:15][C:14]([N+:17]([O-:19])=[O:18])=[CH:13][CH:12]=1)C1C=CC=CC=1.[C:20]1([S:26](Cl)(=[O:28])=[O:27])[CH:25]=[CH:24][CH:23]=[CH:22][CH:21]=1.[N:30]1C=CC=C[CH:31]=1>>[CH3:31][NH:30][C:15]1[CH:16]=[C:11]([NH:10][S:26]([C:20]2[CH:25]=[CH:24][CH:23]=[CH:22][CH:21]=2)(=[O:28])=[O:27])[CH:12]=[CH:13][C:14]=1[N+:17]([O-:19])=[O:18]. The reactants are C(C1=CC=CC=C1)CNNC1=CC=C(C=C1)[N+](=O)[O-] (N-benzylmethylamino-4-nitroaniline), C1(=CC=CC=C1)S(=O)(=O)Cl (benzenesulphonyl chloride), N1=CC=CC=C1 (pyridine). Isolated yield 98.0%. Starting materials: CC(=O)OC(CBr)Cc1c(O)ccc2ncccc12, CN(C)C=O, [H-], [Na+]. Product: CC(=O)OC1COc2ccc3ncccc3c2C1. As a reaction SMILES: [Br:3][CH2:4][CH:5]([CH2:6][c:7]1[c:8]2[cH:9][cH:10][cH:11][n:12][c:13]2[cH:14][cH:15][c:16]1[OH:17])[O:18][C:19]([CH3:20])=[O:21].[CH3:22][N:23]([CH3:24])[CH:25]=[O:26].[H-:1].[Na+:2]>>[CH2:4]1[CH:5]([O:18][C:19]([CH3:20])=[O:21])[CH2:6][c:7]2[c:8]3[cH:9][cH:10][cH:11][n:12][c:13]3[cH:14][cH:15][c:16]2[O:17]1. The reactants are C(CCC)N1C(=O)N(C=2N=CNC2C1=O)CCCC (1,3-dibutylxanthine), ClCP(C)(C)=O (chloromethyldimethylphosphine oxide), C([O-])([O-])=O.[K+].[K+] (potassium carbonate). Solvent: CN(C)C=O (DMF). Yields the product C(CCC)N1C(=O)N(C=2N=CN(C2C1=O)CP(C)(C)=O)CCCC ([1-(1,3-Dibutylxanthin-7-yl)methyl]dimethylphosphine Oxide). Reaction SMILES: [CH2:1]([N:5]1[C:14](=[O:15])[C:13]2[NH:12][CH:11]=[N:10][C:9]=2[N:8]([CH2:16][CH2:17][CH2:18][CH3:19])[C:6]1=[O:7])[CH2:2][CH2:3][CH3:4].Cl[CH2:21][P:22](=[O:25])([CH3:24])[CH3:23].C(=O)([O-])[O-].[K+].[K+]>CN(C=O)C>[CH2:1]([N:5]1[C:14](=[O:15])[C:13]2[N:12]([CH2:21][P:22](=[O:25])([CH3:24])[CH3:23])[CH:11]=[N:10][C:9]=2[N:8]([CH2:16][CH2:17][CH2:18][CH3:19])[C:6]1=[O:7])[CH2:2][CH2:3][CH3:4] |f:2.3.4|. Procedure details: 5 g (0.01 9 mol) of 1,3-dibutylxanthine were stirred at 80° C. for 6 hours with 2.88 g (0.0228 mol) of chloromethyldimethylphosphine oxide and 3.2 g (0.0228 mol) of potassium carbonate in 80 ml of DMF. The solution was cooled to room temperature and filtered, and the filtrate was concentrated under reduced pressure. The residue which remained was crystallized in petroleum ether/ethyl acetate. Reactants: Fc1ccc(CBr)c(F)c1, O=C1NCc2ccccc21, O=C([O-])[O-], CC(C)=O, CCCCCC, CCOC(C)=O, [Cs+], [Cs+], C1COCCOCCOCCOCCOCCO1. Product: O=C1c2ccccc2CN1Cc1ccc(F)cc1F. RXN SMILES: [Br:11][CH2:12][c:13]1[c:14]([F:20])[cH:15][c:16]([F:19])[cH:17][cH:18]1.[C:1]1(=[O:10])[NH:2][CH2:3][c:4]2[cH:5][cH:6][cH:7][cH:8][c:9]21.[C:21](=[O:22])([O-:23])[O-:24].[CH3:45][C:46](=[O:47])[CH3:48].[CH3:49][CH2:50][CH2:51][CH2:52][CH2:53][CH3:54].[CH3:55][CH2:56][O:57][C:58](=[O:59])[CH3:60].[Cs+:25].[Cs+:26].[O:27]1[CH2:28][CH2:29][O:30][CH2:31][CH2:32][O:33][CH2:34][CH2:35][O:36][CH2:37][CH2:38][O:39][CH2:40][CH2:41][O:42][CH2:43][CH2:44]1>>[C:1]1(=[O:10])[N:2]([CH2:12][c:13]2[c:14]([F:20])[cH:15][c:16]([F:19])[cH:17][cH:18]2)[CH2:3][c:4]2[cH:5][cH:6][cH:7][cH:8][c:9]21.